This data is from the Open Reaction Database (ORD), a public repository of structured organic reaction records. The task is: describe an organic reaction: reactants, conditions, products, and yield Reaction SMILES: [NH2:1][C:2]1[CH:11]=[CH:10][C:9]2[C:4](=[N:5][C:6](Cl)=[CH:7][CH:8]=2)[N:3]=1.[CH3:13][C:14]1[CH:19]=[CH:18][CH:17]=[CH:16][C:15]=1[OH:20].[OH-].[K+]>C(#N)C>[NH2:1][C:2]1[CH:11]=[CH:10][C:9]2[C:4](=[N:5][C:6]([O:20][C:15]3[CH:16]=[CH:17][CH:18]=[CH:19][C:14]=3[CH3:13])=[CH:7][CH:8]=2)[N:3]=1 |f:2.3|. Run in C(C)#N (acetonitrile). Procedure details: The procedure is similar to that described in Example 4, but starting with 2-amino-7-chloro-1,8-naphthyridine (17.95 g), 2-methylphenol (43.2 g) and potassium hydroxide pellets (13.2 g; 85% purity). After treatment with caustic soda and washing, the product obtained (21.2 g; m.p. 188° C.) is dissolved in boiling acetonitrile (100 cc). After 4 hours' cooling at 4° C., the crystallised solid is separated by filtration, washed with acetonitrile (10 cc) and dried at 40° C. under reduced pressure (0.... The yield is 62.1%. The product is NC1=NC2=NC(=CC=C2C=C1)OC1=C(C=CC=C1)C (2-Amino-7-(2-methylphenoxy)-1,8-naphthyridine). Reaction conditions: temperature 4 celsius. The reactants are NC1=NC2=NC(=CC=C2C=C1)Cl (2-amino-7-chloro-1,8-naphthyridine), CC1=C(C=CC=C1)O (2-methylphenol), [OH-].[K+] (potassium hydroxide). Reactants: C(#N)C(CC1CC=C(CC1)C#C)(CCC(F)(F)F)C#N (4-(2,2-dicyano-5,5,5-trifluoropentyl)-1-ethynylcyclohexene), ClC1=CC(=CC=C1)C(=O)OO (m-chloroperbenzoic acid), S(=O)([O-])[O-].[Na+].[Na+] (sodium sulfite). Run in C(Cl)(Cl)Cl (chloroform). Conditions: time 5 hour. Product: C(#N)C(CC1CC2C(CC1)(C#C)O2)(CCC(F)(F)F)C#N (4-(2,2-dicyano-5,5,5-trifluoropentyl)-1,2-epoxy-1-ethynylcyclohexane). Isolated yield 67.1%. As a reaction SMILES: [C:1]([C:3]([C:19]#[N:20])([CH2:13][CH2:14][C:15]([F:18])([F:17])[F:16])[CH2:4][CH:5]1[CH2:10][CH2:9][C:8]([C:11]#[CH:12])=[CH:7][CH2:6]1)#[N:2].ClC1C=CC=C(C(OO)=[O:29])C=1.S([O-])([O-])=O.[Na+].[Na+]>C(Cl)(Cl)Cl>[C:1]([C:3]([C:19]#[N:20])([CH2:13][CH2:14][C:15]([F:18])([F:17])[F:16])[CH2:4][CH:5]1[CH2:10][CH2:9][C:8]2([O:29][CH:7]2[CH2:6]1)[C:11]#[CH:12])#[N:2] |f:2.3.4|. Procedure: To a solution of 0.31 g of 4-(2,2-dicyano-5,5,5-trifluoropentyl)-1-ethynylcyclohexene in 3 mL of chloroform was added 0.23 g of m-chloroperbenzoic acid at 0° C., followed by stirring at room temperature for 5 hours. After the reaction mixture was cooled to 0° C., 5 mL of a 10% aqueous sodium sulfite solution was added thereto, followed by extraction twice with 30 mL of chloroform. The combined organic layer was washed sequentially with 30 mL of a 10% aqueous sodium sulfite solution, 30 mL of a s... As a reaction SMILES: [CH2:1]([O:8][C:9]([NH:11][C@@H:12]1[C@@H:25]([OH:26])[C@H:24]([OH:27])[C@@H:23]([CH2:28][OH:29])[O:22][C@@H:13]1[O:14][CH2:15][C:16]1[CH:21]=[CH:20][CH:19]=[CH:18][CH:17]=1)=[O:10])[C:2]1[CH:7]=[CH:6][CH:5]=[CH:4][CH:3]=1.[C:30]1([CH3:40])[CH:35]=[CH:34][C:33]([S:36](Cl)(=[O:38])=[O:37])=[CH:32][CH:31]=1>N1C=CC=CC=1.ClCCl>[CH2:1]([O:8][C:9]([NH:11][C@@H:12]1[C@@H:25]([OH:26])[C@H:24]([OH:27])[C@@H:23]([CH2:28][O:29][S:36]([C:33]2[CH:34]=[CH:35][C:30]([CH3:40])=[CH:31][CH:32]=2)(=[O:38])=[O:37])[O:22][C@@H:13]1[O:14][CH2:15][C:16]1[CH:21]=[CH:20][CH:19]=[CH:18][CH:17]=1)=[O:10])[C:2]1[CH:7]=[CH:6][CH:5]=[CH:4][CH:3]=1. The solvent is N1=CC=CC=C1 (pyridine), ClCCl (dichloromethane). Conditions: time 4 hour. Yields the product C(C1=CC=CC=C1)OC(=O)N[C@H]1[C@@H](OCC2=CC=CC=C2)O[C@@H]([C@H]([C@@H]1O)O)COS(=O)(=O)C1=CC=C(C=C1)C (benzyl 2-benzyloxycarbonylamino-2-desoxy-6-O-(p-tolylsulfonyl)-a-D-glucopyranoside). Procedure details: A solution of 30 g of benzyl 2-benzyloxycarbonylamino-2-desoxy-a-D-glucopyranoside (Heyns and Paulsen, Chem. Ber. 88, 188 (1955)) in 116 ml of pyridine was treated at 0° C. with a solution of 19.85 g of p-tolylsulfonyl chloride in 30 ml of dichloromethane and stirred at room temperature for 4 hours. Then, the mixture was poured into ice-cold 2N sulfuric acid and extracted with dichloromethane. The organic phases were washed with aqueous sodium hydrogen carbonate solution, dried over magnesium su... Reactants: ice, C(C1=CC=CC=C1)OC(=O)N[C@H]1[C@@H](OCC2=CC=CC=C2)O[C@@H]([C@H]([C@@H]1O)O)CO (benzyl 2-benzyloxycarbonylamino-2-desoxy-a-D-glucopyranoside), C1(=CC=C(C=C1)S(=O)(=O)Cl)C (p-tolylsulfonyl chloride). Starting materials: SmI2, C1OC=2C=C(C=CC2O1)C1C(=C(C2=CC=CC=C12)C1=CC2=C(C=C1)OCO2)C(=O)OCC (Ethyl(RS)-1,3-di-(3,4-Methylenedioxyphenyl)indene-2-carboxylate), SmI2. The solvent is CO (MeOH). Conditions: time 8 hour. The product is C1OC=2C=C(C=CC2O1)C1C(C(C2=CC=CC=C12)C1=CC2=C(C=C1)OCO2)C(=O)OCC (Ethyl(1RS,3RS)-1,3-Di-(3,4-methylenedioxy-phenyl)indane-2-carboxylate), solid. Isolated yield 75.0%. As a reaction SMILES: [CH2:1]1[O:9][C:8]2[CH:7]=[CH:6][C:5]([CH:10]3[C:18]4[C:13](=[CH:14][CH:15]=[CH:16][CH:17]=4)[C:12]([C:19]4[CH:24]=[CH:23][C:22]5[O:25][CH2:26][O:27][C:21]=5[CH:20]=4)=[C:11]3[C:28]([O:30][CH2:31][CH3:32])=[O:29])=[CH:4][C:3]=2[O:2]1>CO>[CH2:1]1[O:9][C:8]2[CH:7]=[CH:6][C:5]([CH:10]3[C:18]4[C:13](=[CH:14][CH:15]=[CH:16][CH:17]=4)[CH:12]([C:19]4[CH:24]=[CH:23][C:22]5[O:25][CH2:26][O:27][C:21]=5[CH:20]=4)[CH:11]3[C:28]([O:30][CH2:31][CH3:32])=[O:29])=[CH:4][C:3]=2[O:2]1. Reported procedure: Ethyl(RS)-1,3-di-(3,4-Methylenedioxyphenyl)indene-2-carboxylate (163 mg, 0.38 mmol) was placed in MeOH (0.05 ml), and to this was added SmI2 (10 ml of 0.1M solution in THF, 1.0 mmol). The resulting mixture was stirred under an argon atmosphere overnight, at which time thin layer chromatographic analysis indicated that the reaction was incomplete. Additional SmI2 (5 ml of 0.1M solution in THF, 0.5 mmol) was added, and stirring was continued for 2 h. The reaction mixture was partitioned between Et...